From a dataset of the Open Reaction Database (ORD), a public repository of structured organic reaction records. describe an organic reaction: reactants, conditions, products, and yield Starting materials: FC1=CC(=C(OC=2C(=NC=CC2)OCC(=O)OCC)C=C1N1C(N(C(=CC1=O)C(F)(F)F)C)=O)[N+](=O)[O-] (3-{4-fluoro-5-[3-methyl-2,6-dioxo-4-(trifluoromethyl)-1,2,3,6-tetrahydropyrimidin-1-yl]-2-nitrophenoxy}-2-(ethoxycarbonyl)methoxypyridine), FC1=CC(=C(OC=2C(=NC=CC2)OCC(=O)OCC)C=C1N1C(N(C(=CC1=O)C(F)(F)F)C)=O)[N+](=O)[O-] (3-{4-fluoro-5-[3-methyl-2,6-dioxo-4-(trifluoromethyl)-1,2,3,6-tetrahydropyrimidin-1-yl]-2-nitrophenoxy}-2-(ethoxycarbonyl)methoxypyridine), O (water). The reagents and catalysts are [Fe] (iron). Solvent: C(C)(=O)O (acetic acid), C(C)(=O)O (acetic acid). Run at temperature 35 celsius, time 3 hour. Yields the product NC1=C(OC=2C(=NC=CC2)OCC(=O)OCC)C=C(C(=C1)F)N1C(N(C(=CC1=O)C(F)(F)F)C)=O (3-{2-amino-4-fluoro-5-[3-methyl-2,6-dioxo-4-(trifluoromethyl)-1,2,3,6-tetrahydropyrimidin-1-yl]phenoxy}-2-(ethoxycarbonyl)methoxypyridine). Isolated yield 94.8%. As a reaction SMILES: O.[F:2][C:3]1[C:22]([N:23]2[C:28](=[O:29])[CH:27]=[C:26]([C:30]([F:33])([F:32])[F:31])[N:25]([CH3:34])[C:24]2=[O:35])=[CH:21][C:6]([O:7][C:8]2[C:9]([O:14][CH2:15][C:16]([O:18][CH2:19][CH3:20])=[O:17])=[N:10][CH:11]=[CH:12][CH:13]=2)=[C:5]([N+:36]([O-])=O)[CH:4]=1>C(O)(=O)C.[Fe]>[NH2:36][C:5]1[CH:4]=[C:3]([F:2])[C:22]([N:23]2[C:28](=[O:29])[CH:27]=[C:26]([C:30]([F:31])([F:33])[F:32])[N:25]([CH3:34])[C:24]2=[O:35])=[CH:21][C:6]=1[O:7][C:8]1[C:9]([O:14][CH2:15][C:16]([O:18][CH2:19][CH3:20])=[O:17])=[N:10][CH:11]=[CH:12][CH:13]=1. Procedure details: To a mixture of 17 g of an iron powder, 30 ml of acetic acid and 3 ml of water was added a solution of 17.28 g of 3-{4-fluoro-5-[3-methyl-2,6-dioxo-4-(trifluoromethyl)-1,2,3,6-tetrahydropyrimidin-1-yl]-2-nitrophenoxy}-2-(ethoxycarbonyl)methoxypyridine [present compound 9-46] in 20 ml of acetic acid dropwise while maintaining the temperature of the reaction solution at 35° C. or lower. After completion of the addition, the mixture was stirred for 1 hour at room temperature, for 3 hours at 40° C.,... The reactants are C1(=CC=CC=C1)NCC(=O)O (phenylglycine), C([O-])([O-])=O.[Na+].[Na+] (sodium carbonate), C(=O)(OCC)N1C(C=2C(C1=O)=CC=CC2)=O (N-carbethoxyphthalimide). Solvent: O (water). Reaction conditions: time 45 minute. Yields the product C1(C=2C(C(N1C(C(=O)O)C1=CC=CC=C1)=O)=CC=CC2)=O (phthalimidophenylacetic acid). Reaction SMILES: [C:1]1(NCC(O)=O)[CH:6]=[CH:5][CH:4]=[CH:3][CH:2]=1.[C:12](=[O:15])([O-])[O-:13].[Na+].[Na+].[C:18]([N:23]1[C:27](=O)[C:26]2=[CH:29][CH:30]=[CH:31][CH:32]=[C:25]2[C:24]1=[O:33])(OCC)=[O:19]>O>[C:18]1(=[O:19])[N:23]([CH:27]([C:26]2[CH:25]=[CH:32][CH:31]=[CH:30][CH:29]=2)[C:12]([OH:13])=[O:15])[C:24](=[O:33])[C:1]2=[CH:2][CH:3]=[CH:4][CH:5]=[C:6]12 |f:1.2.3|. Procedure details: To a stirred mixture of phenylglycine (3.0 g, 20 mmoL) and :sodium carbonate (2.23 g, 21 mmoL) in 450 mL of water is added N-carbethoxyphthalimide (4.38 g, 20 mmoL). After 45 minutes, the reaction slurry is filtered. The filtrate is stirred and the pH adjusted to 1-2 with 4 N hydrochloric acid. After 1 hour, the resulting slurry is filtered and the solid washed with water. The solid is dried in vacuo (60° C.,<1 mm) to afford 2.88 g (51%) of cc-phthalimidophenylacetic acid, which can be alternati... Yields the product Cl, CCC(=O)c1cnc(N2CCNCC2)s1. As a reaction SMILES: [C:1]([O:2][C:3](=[O:4])[N:8]1[CH2:9][CH2:10][N:11]([c:14]2[s:15][c:16]([C:19]([CH2:20][CH3:21])=[O:22])[cH:17][n:18]2)[CH2:12][CH2:13]1)([CH3:5])([CH3:6])[CH3:7].[ClH:23].[O:24]1[CH2:25][CH2:26][O:27][CH2:28][CH2:29]1>>[ClH:23].[NH:8]1[CH2:9][CH2:10][N:11]([c:14]2[s:15][c:16]([C:19]([CH2:20][CH3:21])=[O:22])[cH:17][n:18]2)[CH2:12][CH2:13]1. The reactants are CCC(=O)c1cnc(N2CCN(C(=O)OC(C)(C)C)CC2)s1, Cl, C1COCCO1. Procedure: A 500 ml, 3-neck, round-bottom flask is equipped with a mechanical stirrer, thermometer and a Dean-Stark water trap topped with a water cooled condenser. The flask is charged with a mixture of 45.5 g (0.25 moles) of the methyl 2,6-dimethyl-4-oxopyran-3-carboxylate prepared as described above, 39.1 g (0.25 m) 4-amino-2,2,6,6-tetramethylpiperidine, and 300 ml toluene. The stirred mixture in the flask is heated to boiling by means of an oil bath and the water formed during the reaction is collected... The product is CC=1N(C(=CC(C1C(=O)OC)=O)C)C1CC(NC(C1)(C)C)(C)C (1,4-Dihydro-2,6-dimethyl-4-oxo-1-(2,2,6,6-tetramethyl-4-piperidinyl)-3-pyridinecarboxylic acid, methyl ester). Starting materials: O (water), CC=1OC(=CC(C1C(=O)OC)=O)C (methyl 2,6-dimethyl-4-oxopyran-3-carboxylate), CC=1OC(=CC(C1C(=O)OC)=O)C (methyl 2,6-dimethyl-4-oxopyran-3-carboxylate), NC1CC(NC(C1)(C)C)(C)C (4-amino-2,2,6,6-tetramethylpiperidine). Run in C1(=CC=CC=C1)C (toluene). Reaction SMILES: O.[CH3:2][C:3]1O[C:5]([CH3:14])=[CH:6][C:7](=[O:13])[C:8]=1[C:9]([O:11][CH3:12])=[O:10].[NH2:15][CH:16]1[CH2:21][C:20]([CH3:23])([CH3:22])[NH:19][C:18]([CH3:25])([CH3:24])[CH2:17]1>C1(C)C=CC=CC=1>[CH3:2][C:3]1[N:15]([CH:16]2[CH2:17][C:18]([CH3:25])([CH3:24])[NH:19][C:20]([CH3:23])([CH3:22])[CH2:21]2)[C:5]([CH3:14])=[CH:6][C:7](=[O:13])[C:8]=1[C:9]([O:11][CH3:12])=[O:10].